From a dataset of the Open Reaction Database (ORD), a public repository of structured organic reaction records. describe an organic reaction: reactants, conditions, products, and yield Starting materials: CC(=O)OC1CCCCC(=O)Nc2ccccc21, CCO. Yields the product O=C1CCCCCc2ccccc2N1. Reaction SMILES: [C:1]([O:2][CH:5]1[CH2:6][CH2:7][CH2:8][CH2:9][C:10](=[O:18])[NH:11][c:12]2[c:13]1[cH:14][cH:15][cH:16][cH:17]2)(=[O:3])[CH3:4].[CH3:19][CH2:20][OH:21]>>[CH2:5]1[CH2:6][CH2:7][CH2:8][CH2:9][C:10](=[O:18])[NH:11][c:12]2[c:13]1[cH:14][cH:15][cH:16][cH:17]2.